Dataset: the Open Reaction Database (ORD), a public repository of structured organic reaction records. Task: describe an organic reaction: reactants, conditions, products, and yield Reactants: C1=CC=CC1 (cyclopentadiene), C1CCOC1 (THF), C(C)(C)[Mg]Cl (isopropylmagnesium chloride), BrC1=C(C(=CC=C1)Cl)Cl (1-Bromo-2,3-dichlorobenzene). The solvent is C1(=CC=CC=C1)C (toluene). Run at temperature -10 celsius, time 1 hour. Product: ClC1=C2C3C=CC(C2=CC=C1)C3 (5-chloro-1,4-dihydro-1,4-methano-naphthalene). Isolated yield 117.9%. As a reaction SMILES: Br[C:2]1[CH:7]=[CH:6][CH:5]=[C:4](Cl)[C:3]=1[Cl:9].C1COCC1.C([Mg]Cl)(C)C.[CH:20]1[CH2:24][CH:23]=[CH:22][CH:21]=1>C1(C)C=CC=CC=1>[Cl:9][C:3]1[CH:2]=[CH:7][CH:6]=[C:5]2[C:4]=1[CH:24]1[CH2:23][CH:22]2[CH:21]=[CH:20]1. Procedure: 115 g of 1-Bromo-2,3-dichlorobenzene was dissolved in 470 g of toluene and the solution was cooled down to −10° C. Then a 20% THF solution of isopropylmagnesium chloride (309 g) was added over 30 min and the reaction mixture was stirred 1 hour at −10° C. Freshly distilled cyclopentadiene (44.5 g, 1.3 eq) was added over 10 min. After one hour stirring at ambient temperature, the mixture was heated to reflux. When the conversion was completed, the reaction mixture was filtered off and washed twice... Reactants: FC1=C(C(=CC(=C1)F)OC)[N+](=O)[O-] (1,5-difluoro-3-methoxy-2-nitro-benzene), aqueous solution, [OH-].[Na+] (sodium hydroxide), Cl (hydrochloric acid). The solvent is CS(=O)C (dimethylsulfoxide), O (water). Reaction conditions: temperature 60 celsius, time 3 hour. The product is FC=1C=C(C(=C(C1)O)[N+](=O)[O-])OC (5-fluoro-3-methoxy-2-nitro-phenol). Yield: 60.0%. RXN SMILES: F[C:2]1[CH:7]=[C:6]([F:8])[CH:5]=[C:4]([O:9][CH3:10])[C:3]=1[N+:11]([O-:13])=[O:12].[OH-:14].[Na+].Cl>CS(C)=O.O>[F:8][C:6]1[CH:5]=[C:4]([O:9][CH3:10])[C:3]([N+:11]([O-:13])=[O:12])=[C:2]([OH:14])[CH:7]=1 |f:1.2|. Procedure details: To a solution of 1,5-difluoro-3-methoxy-2-nitro-benzene (20 g, 105 mmol) in dimethylsulfoxide (50 ml) is added a 10N aqueous solution of sodium hydroxide (31.5 ml) and the mixture is stirred at room temperature for 18 h and at 60° C. for 3 h. After completion of reaction (monitored by TLC), the mixture is diluted with water (50 ml), acidified with 2N hydrochloric acid to pH 3 and extracted with ethyl acetate (3×100 ml). The combined organic layers are washed with water (50 ml), brine (50 ml), dr... Starting materials: FC(C(=O)O)(F)F (Trifluoroacetic acid), C1[C@@H]([C@H](O[C@H]1N2C=CC(=NC2=O)N)COP(=O)(O)O)OP(=O)(O)OC[C@@H]3[C@H]([C@H]([C@@H](O3)N4C=NC5=C4N=CN=C5N)O)O (pdCpA), C1[C@@H]([C@H](O[C@H]1N2C=CC(=NC2=O)N)COP(=O)(O)O)OP(=O)(O)OC[C@@H]3[C@H]([C@H]([C@@H](O3)N4C=NC5=C4N=CN=C5N)O)O (pdCpA), C(C)(C)(C)SSC(=O)N([C@H](C(=O)OCC#N)CSSC(C)(C)C)C ((R)-cyanomethyl 2-((tert-butyldisulfanecarbonyl)(methyl)amino)-3-(tert-butyldisulfanyl)propanoate), C(C)(C)(C)SSC(=O)N([C@H](C(=O)OCC#N)CSSC(C)(C)C)C ((R)-cyanomethyl 2-((tert-butyldisulfanecarbonyl)(methyl)amino)-3-(tert-butyldisulfanyl)propanoate). Solvent: O (water), O1CCCC1 (tetrahydrofuran). Reaction conditions: time 2 hour. The product is C(C)(C)(C)SSC(=O)N([C@H](C(=O)O[C@@H]1[C@H](O[C@H]([C@@H]1O)N1C2=NC=NC(=C2N=C1)N)COP(=O)(O)O[C@@H]1[C@H](O[C@H](C1)N1C(N=C(C=C1)N)=O)COP(=O)(O)O)CSSC(C)(C)C)C ((2R)-(2R,3S,4R,5R)-2-((((((2R,3S,5R)-5-(4-amino-2-oxopyrimidin-1(2H)-yl)-2-((phosphonooxy)methyl)tetrahydrofuran-3-yl)oxy)(hydroxy)phosphoryl)oxy)methyl)-5-(6-amino-9H-purin-9-yl)-4-hydroxytetrahydrofuran-3-yl 2-((tert-butyldisulfanecarbonyl)(methyl)amino)-3-(tert-butyldisulfanyl)propanoate). Yield: 3.2%. Reaction SMILES: [CH2:1]1[C@H:5]([N:6]2[C:11](=[O:12])[N:10]=[C:9]([NH2:13])[CH:8]=[CH:7]2)[O:4][C@H:3]([CH2:14][O:15][P:16]([OH:19])([OH:18])=[O:17])[C@H:2]1[O:20][P:21]([O:24][CH2:25][C@H:26]1[O:30][C@@H:29]([N:31]2[C:35]3[N:36]=[CH:37][N:38]=[C:39]([NH2:40])[C:34]=3[N:33]=[CH:32]2)[C@H:28]([OH:41])[C@@H:27]1[OH:42])([OH:23])=[O:22].[C:43]([S:47][S:48][C:49]([N:51]([CH3:66])[C@@H:52]([CH2:59][S:60][S:61][C:62]([CH3:65])([CH3:64])[CH3:63])[C:53](OCC#N)=[O:54])=[O:50])([CH3:46])([CH3:45])[CH3:44].FC(F)(F)C(O)=O>O.O1CCCC1>[C:43]([S:47][S:48][C:49]([N:51]([CH3:66])[C@@H:52]([CH2:59][S:60][S:61][C:62]([CH3:65])([CH3:64])[CH3:63])[C:53]([O:42][C@H:27]1[C@@H:28]([OH:41])[C@H:29]([N:31]2[CH:32]=[N:33][C:34]3[C:35]2=[N:36][CH:37]=[N:38][C:39]=3[NH2:40])[O:30][C@@H:26]1[CH2:25][O:24][P:21]([O:20][C@H:2]1[CH2:1][C@H:5]([N:6]2[CH:7]=[CH:8][C:9]([NH2:13])=[N:10][C:11]2=[O:12])[O:4][C@@H:3]1[CH2:14][O:15][P:16]([OH:18])([OH:19])=[O:17])([OH:23])=[O:22])=[O:54])=[O:50])([CH3:46])([CH3:45])[CH3:44]. Procedure: A solution of ((2R,3S,5R)-5-(4-amino-2-oxopyrimidin-1(2H)-yl)-3-(((((2R,3S,4R,5R)-5-(6-amino-9H-purin-9-yl)-3,4-dihydroxytetrahydrofuran-2-yl)methoxy) (hydroxy)phosphoryl)oxy)tetrahydrofuran-2-yl)methyl dihydrogenphosphate (Compound 1h) (77 mg, 0.121 mmol) in water (2.40 ml) and a solution of (R)-cyanomethyl 2-((tert-butyldisulfanecarbonyl)(methyl)amino)-3-(tert-butyldisulfanyl)propanoate (Compound 21-G) (198 mg, 0.483 mmol) in tetrahydrofuran (1.21 ml) were added to buffer A (46 ml), and the mi... Reactants: C1(CC1)C(=O)N1CC=2NC=3C=CC=C(C3C2C(C1)=O)C(=O)OC (methyl 2-(cyclopropanecarbonyl)-4-oxo-2,3,4,9-tetrahydro-1H-pyrido[3,4-b]indole-5-carboxylate), O.NN (hydrazine hydrate), C1CCC=2C=3C=4C(=CC=CC4NC13)C(NN2)=O (2,3,5,10-tetrahydro-[1,2]diazepino[3,4,5,6-def]carbazol-6(1H)-one). Reaction SMILES: [CH:1]1([C:4]([N:6]2[CH2:18][C:17](=O)[C:16]3[C:15]4[C:14]([C:20]([O:22]C)=O)=[CH:13][CH:12]=[CH:11][C:10]=4[NH:9][C:8]=3[CH2:7]2)=[O:5])[CH2:3][CH2:2]1.O.NN.C1C2NC3C=CC=C4C(=O)[NH:41][N:42]=C(C=2C=34)CC1>>[CH:1]1([C:4]([N:6]2[CH2:7][C:8]3[NH:9][C:10]4[CH:11]=[CH:12][CH:13]=[C:14]5[C:20](=[O:22])[NH:41][N:42]=[C:17]([C:16]=3[C:15]=45)[CH2:18]2)=[O:5])[CH2:3][CH2:2]1 |f:1.2|. Procedure: Compound 47 was prepared from methyl 2-(cyclopropanecarbonyl)-4-oxo-2,3,4,9-tetrahydro-1H-pyrido[3,4-b]indole-5-carboxylate and hydrazine hydrate according to the the procedure similar to that for Compound 1. 1H NMR (DMSO-d6) δ 11.9 (s, 1H), 10.0 (s, 1H), 7.47-7.53 (m, 2H), 7.17 (dd, 1H, J=7.2, 7.8 Hz), 4.89 (s, 2H), 4.35 (s, 2H), 2.08-2.11 (m, 1H), and 0.78-0.79 (m, 4H). MS (ESI) m/e [M+1]+ 295. Yields the product C1(CC1)C(=O)N1CC=2C=3C=4C(=CC=CC4NC3C1)C(NN2)=O (2-(cyclopropanecarbonyl)-2,3,4,9-tetrahydro-2,4,9,10-tetraazacyclohepta[def]fluoren-8(1H)-one). Starting materials: [Cl-].[NH4+] (ammonium chloride), CC(C)([O-])C.[K+] (potassium t-butoxide), OC[C@]12[C@@H](CC(C=C1CC[C@H]1[C@@H]3CCC([C@@]3(C)CC[C@H]21)=O)=O)C (19-hydroxy-1β-methyl-4-androstene-3,17-dione). Solvent: CS(=O)C (dimethylsulfoxide), CS(=O)C (dimethylsulfoxide). Yields the product OC[C@]12[C@@H](CC(CC1=CC[C@H]1[C@@H]3CCC([C@@]3(C)CC[C@H]21)=O)=O)C (19-hydroxy-1β-methyl-5-androstene-3,17-dione). RXN SMILES: CC(C)([O-])C.[K+].[OH:7][CH2:8][C@@:9]12[C@@H:26]3[C@H:17]([C@H:18]4[C@@:22]([CH2:24][CH2:25]3)([CH3:23])[C:21](=[O:27])[CH2:20][CH2:19]4)[CH2:16][CH2:15][C:14]1=[CH:13][C:12](=[O:28])[CH2:11][C@H:10]2[CH3:29].[Cl-].[NH4+]>CS(C)=O>[OH:7][CH2:8][C@@:9]12[C@@H:26]3[C@H:17]([C@H:18]4[C@@:22]([CH2:24][CH2:25]3)([CH3:23])[C:21](=[O:27])[CH2:20][CH2:19]4)[CH2:16][CH:15]=[C:14]1[CH2:13][C:12](=[O:28])[CH2:11][C@H:10]2[CH3:29] |f:0.1,3.4|. Procedure details: To a solution of potassium t-butoxide in dimethylsulfoxide at 25° C. under nitrogen is added with stirring 19-hydroxy-1β-methyl-4-androstene-3,17-dione in dimethylsulfoxide. After 15 minutes the mixture is poured onto a cold aqueous ammonium chloride solution. The solid is rapidly filtered, washed well with water and dissolved in ether. The ether solution is again washed with water and dried over sodium sulfate. The ether is removed at room temperature to yield 19-hydroxy-1β-methyl-5-androstene-...